This data is from the Open Reaction Database (ORD), a public repository of structured organic reaction records. The task is: describe an organic reaction: reactants, conditions, products, and yield Reactants: CCOCC, Cl, Cl, NNc1ccc(F)cc1, O=N[O-], [Na+], O. The product is [N-]=[N+]=Nc1ccc(F)cc1. As a reaction SMILES: [CH3:17][CH2:18][O:19][CH2:20][CH3:21].[ClH:16].[ClH:5].[F:6][c:7]1[cH:8][cH:9][c:10]([NH:13][NH2:14])[cH:11][cH:12]1.[N:1]([O-:2])=[O:3].[Na+:4].[OH2:15]>>[N-:1]=[N+:14]=[N:13][c:10]1[cH:9][cH:8][c:7]([F:6])[cH:12][cH:11]1. Yields the product COc2ccc(c1ccccc1)cc2. Reactants: OB(O)c1ccccc1 (effective_coupling_partner), CCN(CC)C(=O)Oc1ccc(OC)cc1 (substrate). Reaction conditions: temperature 130 celsius, time 24 hour. Reagents/catalysts: PCy3. Reactants: ClCC=1C(=NC(=CC1)C(F)(F)F)C (3-(chloromethyl)-2-methyl-6-(trifluoromethyl)pyridine), C([O-])([O-])=O.[K+].[K+] (potassium carbonate), BrC=1C=2N(C=CC1C1=CC=C(C#N)C=C1)C(NN2)=O (4-(8-bromo-3-oxo-2,3-dihydro-[1,2,4]triazolo[4,3-a]pyridin-7-yl)benzonitrile), ClCC=1C(=NC(=CC1)C(F)(F)F)C (3-(chloromethyl)-2-methyl-6-(trifluoromethyl)pyridine), C([O-])([O-])=O.[K+].[K+] (potassium carbonate). Run in EtOAc hexanes, CN(C)C=O (DMF). Reaction conditions: temperature 80 celsius, time 2 hour. Yields the product BrC=1C=2N(C=CC1C1=CC=C(C#N)C=C1)C(N(N2)CC=2C(=NC(=CC2)C(F)(F)F)C)=O (4-(8-bromo-2-((2-methyl-6-(trifluoromethyl)pyridin-3-yl)methyl)-3-oxo-2,3-dihydro-[1,2,4]triazolo[4,3-a]pyridin-7-yl)benzonitrile). The yield is 56.6%. As a reaction SMILES: [Br:1][C:2]1[C:3]2[N:4]([C:16](=[O:19])[NH:17][N:18]=2)[CH:5]=[CH:6][C:7]=1[C:8]1[CH:15]=[CH:14][C:11]([C:12]#[N:13])=[CH:10][CH:9]=1.Cl[CH2:21][C:22]1[C:23]([CH3:32])=[N:24][C:25]([C:28]([F:31])([F:30])[F:29])=[CH:26][CH:27]=1.C(=O)([O-])[O-].[K+].[K+]>CN(C=O)C>[Br:1][C:2]1[C:3]2[N:4]([C:16](=[O:19])[N:17]([CH2:21][C:22]3[C:23]([CH3:32])=[N:24][C:25]([C:28]([F:31])([F:29])[F:30])=[CH:26][CH:27]=3)[N:18]=2)[CH:5]=[CH:6][C:7]=1[C:8]1[CH:15]=[CH:14][C:11]([C:12]#[N:13])=[CH:10][CH:9]=1 |f:2.3.4|. Procedure: To a solution of 4-(8-bromo-3-oxo-2,3-dihydro-[1,2,4]triazolo[4,3-a]pyridin-7-yl)benzonitrile (510 mg, 1.81 mmol) and 3-(chloromethyl)-2-methyl-6-(trifluoromethyl)pyridine (455 mg, 2.17 mmol) in anhydrous DMF (8 mL) was added anhydrous potassium carbonate (499 mg, 3.62 mmol). The resulting suspension was stirred under argon at 80° C. for 2 h. Analysis by HPLC/MS indicated the reaction was not complete. Additional of 3-(chloromethyl)-2-methyl-6-(trifluoromethyl)pyridine (120 mg, 0.57 mmol) and an... Starting materials: NC1=NC(=CC(=N1)Cl)Cl (2-Amino-4,6-dichloro pyrimidine), FC(C(O)C1=C(C=CC=C1)N1C=NC=C1)(F)F (2,2,2-trifluoro-1-(2-imidazol-1-yl-phenyl)-ethanol), [H-].[Na+] (NaH). Run in C1CCOC1 (THF). Reaction conditions: temperature 42.5 celsius, time 6 hour. Yields the product ClC1=NC(=NC(=C1)OC(C(F)(F)F)C1=C(C=CC=C1)N1C=NC=C1)N (4-chloro-6-[2,2,2-trifluoro-1-(2-imidazol-1-yl-phenyl)-ethoxy]-pyrimidin-2-ylamine). Yield: 99.9%. Reaction SMILES: [NH2:1][C:2]1[N:7]=[C:6]([Cl:8])[CH:5]=[C:4](Cl)[N:3]=1.[F:10][C:11]([F:26])([F:25])[CH:12]([C:14]1[CH:19]=[CH:18][CH:17]=[CH:16][C:15]=1[N:20]1[CH:24]=[CH:23][N:22]=[CH:21]1)[OH:13].[H-].[Na+]>C1COCC1>[Cl:8][C:6]1[CH:5]=[C:4]([O:13][CH:12]([C:14]2[CH:19]=[CH:18][CH:17]=[CH:16][C:15]=2[N:20]2[CH:24]=[CH:23][N:22]=[CH:21]2)[C:11]([F:10])([F:26])[F:25])[N:3]=[C:2]([NH2:1])[N:7]=1 |f:2.3|. Reported procedure: 2-Amino-4,6-dichloro pyrimidine (0.107 g, 0.65 mmol), 2,2,2-trifluoro-1-(2-imidazol-1-yl-phenyl)-ethanol (0.157 g, 0.65 mmol), and NaH (0.03 g, 0.78 mmol) were added to anhydrous THF (10 ml) under nitrogen. The reaction was stirred at 40-45° C. for 6 h, and was then cooled to room temperature, and quenched with water (0.2 ml). The reaction mixture was concentrated to give crude 4-chloro-6-[2,2,2-trifluoro-1-(2-imidazol-1-yl-phenyl)-ethoxy]-pyrimidin-2-ylamine (0.24 g, >90% pure by LCMS), which w... The reactants are CC(C)(C)OC(=O)N1CCC(=CBr)CC1, C1CCOC1, Cc1ccc(B(O)O)cc1Oc1ccc(C(F)(F)F)cn1, [K+], [K+], [K+], O=P([O-])([O-])[O-]. Product: Cc1ccc(C=C2CCN(C(=O)OC(C)(C)C)CC2)cc1Oc1ccc(C(F)(F)F)cn1. Reaction SMILES: [Br:22][CH:23]=[C:24]1[CH2:25][CH2:26][N:27]([C:30](=[O:31])[O:32][C:33]([CH3:34])([CH3:35])[CH3:36])[CH2:28][CH2:29]1.[CH2:45]1[O:46][CH2:47][CH2:48][CH2:49]1.[CH3:1][c:2]1[c:3]([O:11][c:12]2[n:13][cH:14][c:15]([C:18]([F:19])([F:20])[F:21])[cH:16][cH:17]2)[cH:4][c:5]([B:8]([OH:9])[OH:10])[cH:6][cH:7]1.[K+:42].[K+:43].[K+:44].[P:37]([O-:38])([O-:39])([O-:40])=[O:41]>>[CH3:1][c:2]1[c:3]([O:11][c:12]2[n:13][cH:14][c:15]([C:18]([F:19])([F:20])[F:21])[cH:16][cH:17]2)[cH:4][c:5]([CH:23]=[C:24]2[CH2:25][CH2:26][N:27]([C:30](=[O:31])[O:32][C:33]([CH3:34])([CH3:35])[CH3:36])[CH2:28][CH2:29]2)[cH:6][cH:7]1. Starting materials: C1(CCCCC1)C(C1=C(OC(=C1)C=1C=NC(=CC1)OC)C)NC1=CC=C(C(=O)O)C=C1 (4-({cyclohexyl[5-(6-methoxypyridin-3-yl)-2-methylfuran-3-yl]methyl}amino)benzoic acid), CNCCC(=O)OCC (ethyl 3-(methylamino)propanoate), Cl.C(C)N=C=NCCCN(C)C (1-ethyl-3-(3-dimethylaminopropyl)carbodiimide hydrochloride), O.OC1=CC=CC=2NN=NC21 (hydroxybenzotriazole monohydrate). The solvent is C(C)(=O)OCC (Ethyl acetate), CN(C=O)C (N,N-dimethylformamide), C(C)N(CC)CC (triethylamine). The product is C1(CCCCC1)C(C1=C(OC(=C1)C=1C=NC(=CC1)OC)C)NC1=CC=C(C=C1)C(=O)N(CCC(=O)OCC)C (ethyl 3-[{[4-({cyclohexyl[5-(6-methoxypyridin-3-yl)-2-methylfuran-3-yl]methyl}amino)phenyl]carbonyl}(methyl)amino]propanoate). RXN SMILES: [CH:1]1([CH:7]([NH:22][C:23]2[CH:31]=[CH:30][C:26]([C:27](O)=[O:28])=[CH:25][CH:24]=2)[C:8]2[CH:12]=[C:11]([C:13]3[CH:14]=[N:15][C:16]([O:19][CH3:20])=[CH:17][CH:18]=3)[O:10][C:9]=2[CH3:21])[CH2:6][CH2:5][CH2:4][CH2:3][CH2:2]1.[CH3:32][NH:33][CH2:34][CH2:35][C:36]([O:38][CH2:39][CH3:40])=[O:37].Cl.C(N=C=NCCCN(C)C)C.O.OC1C2N=NNC=2C=CC=1>CN(C)C=O.C(OCC)(=O)C.C(N(CC)CC)C>[CH:1]1([CH:7]([NH:22][C:23]2[CH:31]=[CH:30][C:26]([C:27]([N:33]([CH3:32])[CH2:34][CH2:35][C:36]([O:38][CH2:39][CH3:40])=[O:37])=[O:28])=[CH:25][CH:24]=2)[C:8]2[CH:12]=[C:11]([C:13]3[CH:14]=[N:15][C:16]([O:19][CH3:20])=[CH:17][CH:18]=3)[O:10][C:9]=2[CH3:21])[CH2:2][CH2:3][CH2:4][CH2:5][CH2:6]1 |f:2.3,4.5|. Reported procedure: A solution of 4-({cyclohexyl[5-(6-methoxypyridin-3-yl)-2-methylfuran-3-yl]methyl}amino)benzoic acid (168 mg), ethyl 3-(methylamino)propanoate (63 mg), 1-ethyl-3-(3-dimethylaminopropyl)carbodiimide hydrochloride (92 mg), hydroxybenzotriazole monohydrate (74 mg) and triethylamine (67 μL) in N,N-dimethylformamide (10 mL) was stirred at room temperature for 4 hr. Ethyl acetate was added, the mixture was washed with saturated aqueous sodium hydrogen carbonate solution and water, and the organic layer... Reactants: CCO, CC(C)c1ccc(C=O)cc1, CC[N+](=O)[O-], [Na+], [Na+], [OH-], O, O=S([O-])O. Product: CC(C)c1ccc(C(O)C(C)[N+](=O)[O-])cc1. As a reaction SMILES: [CH3:25][CH2:26][OH:27].[CH:1]([CH3:2])([CH3:3])[c:4]1[cH:5][cH:6][c:7]([CH:8]=[O:9])[cH:10][cH:11]1.[N+:17](=[O:18])([O-:19])[CH2:20][CH3:21].[Na+:16].[Na+:23].[OH-:22].[OH2:24].[S:12](=[O:13])([OH:14])[O-:15]>>[CH:1]([CH3:2])([CH3:3])[c:4]1[cH:5][cH:6][c:7]([CH:8]([OH:9])[CH:20]([N+:17](=[O:18])[O-:19])[CH3:21])[cH:10][cH:11]1. Reactants: Cl (Hydrochloric acid), C(C1=CC=CC=C1)(=O)NC(C(C(F)(F)F)O)CC1=CC=CC=C1 ((2RS, 3RS)-3-benzoylamino-2-hydroxy-4-phenyl-1,1,1-trifluorobutane), C(C)O (ethanol). Solvent: O (water). The product is Cl.NC(C(C(F)(F)F)O)CC1=CC=CC=C1 ((2RS,3RS)-3-Amino-2-hydroxy-4-phenyl-1,1,1-trifluorobutane hydrochloride). Reaction SMILES: [ClH:1].C([NH:10][CH:11]([CH2:18][C:19]1[CH:24]=[CH:23][CH:22]=[CH:21][CH:20]=1)[CH:12]([OH:17])[C:13]([F:16])([F:15])[F:14])(=O)C1C=CC=CC=1.C(O)C>O>[ClH:1].[NH2:10][CH:11]([CH2:18][C:19]1[CH:24]=[CH:23][CH:22]=[CH:21][CH:20]=1)[CH:12]([OH:17])[C:13]([F:14])([F:15])[F:16] |f:4.5|. Reported procedure: 12 N Hydrochloric acid is added to a suspension of (2RS, 3RS)-3-benzoylamino-2-hydroxy-4-phenyl-1,1,1-trifluorobutane (3.00 g, Reference compound No. 31-1), ethanol (60 ml) and water (60 ml), and the mixture is refluxed for one day. After standing, the reaction mixture is concentrated under reduced pressure, diethyl ether is added to the resulting residue, and the whole is extracted with water. The extract is concentrated under reduced pressure to give the titled reference compound (1.58 g). Starting materials: [H][H] (hydrogen), [N+](=O)([O-])C1=CC=C(OC2=C(C=CC=C2)C2=NC(=NC=C2)N)C=C1 (4-(2-(4-nitrophenoxy)phenyl)pyrimidin-2-amine). The reagents and catalysts are [Pd] (palladium). The solvent is CO (MeOH). Reaction conditions: time 8 hour. Product: NC1=CC=C(OC2=C(C=CC=C2)C2=NC(=NC=C2)N)C=C1 (4-(2-(4-aminophenoxy)phenyl)pyrimidin-2-amine). Reaction SMILES: [N+:1]([C:4]1[CH:23]=[CH:22][C:7]([O:8][C:9]2[CH:14]=[CH:13][CH:12]=[CH:11][C:10]=2[C:15]2[CH:20]=[CH:19][N:18]=[C:17]([NH2:21])[N:16]=2)=[CH:6][CH:5]=1)([O-])=O.[H][H]>CO.[Pd]>[NH2:1][C:4]1[CH:5]=[CH:6][C:7]([O:8][C:9]2[CH:14]=[CH:13][CH:12]=[CH:11][C:10]=2[C:15]2[CH:20]=[CH:19][N:18]=[C:17]([NH2:21])[N:16]=2)=[CH:22][CH:23]=1. Reported procedure: 4-(2-(4-nitrophenoxy)phenyl)pyrimidin-2-amine (0.280 g, 0.908 mmol) and palladium, 10 wt. % (dry basis) on activated carbon 50% water wet (0.193 g, 0.182 mmol) were combined under nitrogen and diluted with 5 mL MeOH. The atmosphere was replaced with hydrogen, and the mixture was stirred rapidly overnight. The reaction was flushed with nitrogen and was filtered through celite, rinsing with MeOH. Concentration in vacuo afforded 4-(2-(4-aminophenoxy)phenyl)pyrimidin-2-amine MS m/z=279 [M+H]+. Calc'...